This data is from the Open Reaction Database (ORD), a public repository of structured organic reaction records. The task is: describe an organic reaction: reactants, conditions, products, and yield The reactants are C(C)(=O)N1C(C(C2=CC=C(C=C12)C(=O)OC)=C(C1=CC=CC=C1)OCC)=O (1-acetyl-3-(1-ethoxy-1-phenylmethylene)-6-methoxycarbonyl-2-indolinone), OCCN(CCO)CC1=CC=C(N)C=C1 (4-((di-(2-hydroxy-ethyl)-amino)-methyl)-aniline). Yields the product OCCN(CCO)CC1=CC=C(N\C(\C2=CC=CC=C2)=C\2/C(NC3=CC(=CC=C23)C(=O)OC)=O)C=C1 (3-Z-[1-(4-((di-(2-hydroxy-ethyl)-amino)-methyl)-anilino)-1-phenyl-methylene]-6-methoxycarbonyl-2-indolinone). As a reaction SMILES: C([N:4]1[C:12]2[C:7](=[CH:8][CH:9]=[C:10]([C:13]([O:15][CH3:16])=[O:14])[CH:11]=2)[C:6](=[C:17](OCC)[C:18]2[CH:23]=[CH:22][CH:21]=[CH:20][CH:19]=2)[C:5]1=[O:27])(=O)C.[OH:28][CH2:29][CH2:30][N:31]([CH2:35][C:36]1[CH:42]=[CH:41][C:39]([NH2:40])=[CH:38][CH:37]=1)[CH2:32][CH2:33][OH:34]>>[OH:28][CH2:29][CH2:30][N:31]([CH2:35][C:36]1[CH:37]=[CH:38][C:39]([NH:40]/[C:17](=[C:6]2\[C:5](=[O:27])[NH:4][C:12]3[C:7]\2=[CH:8][CH:9]=[C:10]([C:13]([O:15][CH3:16])=[O:14])[CH:11]=3)/[C:18]2[CH:23]=[CH:22][CH:21]=[CH:20][CH:19]=2)=[CH:41][CH:42]=1)[CH2:32][CH2:33][OH:34]. Procedure: Prepared from 1-acetyl-3-(1-ethoxy-1-phenylmethylene)-6-methoxycarbonyl-2-indolinone and 4-((di-(2-hydroxy-ethyl)-amino)-methyl)-aniline Rf value: 0.5 (silica gel, methylene chloride/methanol=9:1) C28H29N3O5 The reactants are CCOC(=O)Cn1ncc2c1CCCC2NS(=O)(=O)c1cccc([N+](=O)[O-])c1, CC(=O)O, CCO, ClCCl, [Zn]. Product: CCOC(=O)Cn1ncc2c1CCCC2NS(=O)(=O)c1cccc(N)c1. RXN SMILES: [CH2:1]([CH3:2])[O:3][C:4]([CH2:5][n:6]1[n:7][cH:8][c:9]2[c:14]1[CH2:13][CH2:12][CH2:11][CH:10]2[NH:15][S:16](=[O:17])(=[O:18])[c:19]1[cH:20][c:21]([N+:25]([O-:26])=[O:27])[cH:22][cH:23][cH:24]1)=[O:28].[CH3:29][C:30](=[O:31])[OH:32].[CH3:33][CH2:34][OH:35].[Cl:36][CH2:37][Cl:38].[Zn:39]>>[CH2:1]([CH3:2])[O:3][C:4]([CH2:5][n:6]1[n:7][cH:8][c:9]2[c:14]1[CH2:13][CH2:12][CH2:11][CH:10]2[NH:15][S:16](=[O:17])(=[O:18])[c:19]1[cH:20][c:21]([NH2:25])[cH:22][cH:23][cH:24]1)=[O:28]. The reactants are C(C1=CC=CC=C1)=[N+](CC1=CC=CC=C1)[O-] (N-benzylidenebenzylamine N-oxide), P(OCCCCCCCCCCCC)(OCCCCCCCCCCCC)OCCCCCCCCCCCC (tri-n-dodecyl phosphite), C(CCCCCCCCCCC)I (n-dodecyl iodide). Run at temperature 70 celsius. The product is C(C1=CC=CC=C1)N(OCCCCCCCCCCCC)C(C1=CC=CC=C1)P(OCCCCCCCCCCCC)(OCCCCCCCCCCCC)=O (Didodecyl P-[α-(N-Benzyl-N-dodecyloxyamino)benzyl]phosphonate). Isolated yield 27.8%. As a reaction SMILES: [CH:1](=[N+:8]([O-:16])[CH2:9][C:10]1[CH:15]=[CH:14][CH:13]=[CH:12][CH:11]=1)[C:2]1[CH:7]=[CH:6][CH:5]=[CH:4][CH:3]=1.[P:17]([O:44]CCCCCCCCCCCC)([O:31][CH2:32][CH2:33][CH2:34][CH2:35][CH2:36][CH2:37][CH2:38][CH2:39][CH2:40][CH2:41][CH2:42][CH3:43])[O:18][CH2:19][CH2:20][CH2:21][CH2:22][CH2:23][CH2:24][CH2:25][CH2:26][CH2:27][CH2:28][CH2:29][CH3:30].[CH2:57](I)[CH2:58][CH2:59][CH2:60][CH2:61][CH2:62][CH2:63][CH2:64][CH2:65][CH2:66][CH2:67][CH3:68]>>[CH2:1]([N:8]([CH:9]([P:17](=[O:44])([O:31][CH2:32][CH2:33][CH2:34][CH2:35][CH2:36][CH2:37][CH2:38][CH2:39][CH2:40][CH2:41][CH2:42][CH3:43])[O:18][CH2:19][CH2:20][CH2:21][CH2:22][CH2:23][CH2:24][CH2:25][CH2:26][CH2:27][CH2:28][CH2:29][CH3:30])[C:10]1[CH:15]=[CH:14][CH:13]=[CH:12][CH:11]=1)[O:16][CH2:68][CH2:67][CH2:66][CH2:65][CH2:64][CH2:63][CH2:62][CH2:61][CH2:60][CH2:59][CH2:58][CH3:57])[C:2]1[CH:7]=[CH:6][CH:5]=[CH:4][CH:3]=1. Reported procedure: A mixture of 5.0 g (23 mmol) of N-benzylidenebenzylamine N-oxide, 17.6 g (30 mmol) of tri-n-dodecyl phosphite and 29.6 g (100 mmol) of n-dodecyl iodide is heated at 70° C. for 24 hours. The reaction mixture is concentrated in vacuo and the residue is purified by HPLC (4:1 hexane:ethyl acetate eluent) followed by flash chromatography (methylene chloride eluent) to give 5.1 g (28% yield) of the title compound as a white solid melting at 38°-40° C. Starting materials: CCOC(=O)CC(=O)N1CCC(COc2ccccc2C(C)(C)C)C1, C1CCOC1, Cl, [Li+], [OH-]. The product is CC(C)(C)c1ccccc1OCC1CCN(C(=O)CC(=O)O)C1. As a reaction SMILES: [C:1]([CH3:2])([CH3:3])([CH3:4])[c:5]1[c:6]([O:7][CH2:8][CH:9]2[CH2:10][N:11]([C:14]([CH2:15][C:16](=[O:17])[O:18][CH2:19][CH3:20])=[O:21])[CH2:12][CH2:13]2)[cH:22][cH:23][cH:24][cH:25]1.[CH2:29]1[O:30][CH2:31][CH2:32][CH2:33]1.[ClH:28].[Li+:26].[OH-:27]>>[C:1]([CH3:2])([CH3:3])([CH3:4])[c:5]1[c:6]([O:7][CH2:8][CH:9]2[CH2:10][N:11]([C:14]([CH2:15][C:16](=[O:17])[OH:18])=[O:21])[CH2:12][CH2:13]2)[cH:22][cH:23][cH:24][cH:25]1. Reactants: CSc1ccc(Oc2cc(N(COCC[Si](C)(C)C)COCC[Si](C)(C)C)n3nccc3n2)cc1, O=C1CCC(=O)N1I. Product: CSc1ccc(Oc2cc(N(COCC[Si](C)(C)C)COCC[Si](C)(C)C)n3ncc(I)c3n2)cc1. As a reaction SMILES: [CH3:1][S:2][c:3]1[cH:4][cH:5][c:6]([O:7][c:8]2[n:9][c:10]3[n:11]([c:12]([N:14]([CH2:15][O:16][CH2:17][CH2:18][Si:19]([CH3:20])([CH3:21])[CH3:22])[CH2:23][O:24][CH2:25][CH2:26][Si:27]([CH3:28])([CH3:29])[CH3:30])[cH:13]2)[n:31][cH:32][cH:33]3)[cH:34][cH:35]1.[O:36]=[C:37]1[N:38]([I:43])[C:39](=[O:40])[CH2:41][CH2:42]1>>[CH3:1][S:2][c:3]1[cH:4][cH:5][c:6]([O:7][c:8]2[n:9][c:10]3[n:11]([c:12]([N:14]([CH2:15][O:16][CH2:17][CH2:18][Si:19]([CH3:20])([CH3:21])[CH3:22])[CH2:23][O:24][CH2:25][CH2:26][Si:27]([CH3:28])([CH3:29])[CH3:30])[cH:13]2)[n:31][cH:32][c:33]3[I:43])[cH:34][cH:35]1. Reaction conditions: time 30 minute. Product: ClC1=C(CN2C3=C(C=C(C=C3C=3CCCC(C23)CC(=O)O)F)F)C=CC=C1 (9-o-Chlorobenzyl-6,8-difluoro-1,2,3,4-tetrahydrocarbazol-1-yl-acetic acid). Starting materials: FC=1C=C2C=3CCCC(C3NC2=C(C1)F)CC(=O)O (6,8-difluoro-1,2,3,4-tetrahydrocarbazol-1-yl-acetic acid), [H-].[Na+] (sodium hydride), ClC1=C(CBr)C=CC=C1 (o-chloro-benzyl bromide). The yield is 33.3%. Reported procedure: A solution of 200 mg of 6,8-difluoro-1,2,3,4-tetrahydrocarbazol-1-yl-acetic acid from Example 34 step II in 8 cc of DMF was added portionwise 40 mg of sodium hydride. The resulting mixture was stirred for 30 minutes at room temperature and 185 mg of o-chloro-benzyl bromide was then added. After stirring overnight at room temperature, the resulting mixture was diluted with water and washed with ether. The aqueous layer was acidified with (1N) HCl and extracted with ether. The ethereal layer was w... The solvent is O (water), CN(C)C=O (DMF). RXN SMILES: [F:1][C:2]1[CH:3]=[C:4]2[C:12](=[C:13]([F:15])[CH:14]=1)[NH:11][C:10]1[CH:9]([CH2:16][C:17]([OH:19])=[O:18])[CH2:8][CH2:7][CH2:6][C:5]2=1.[H-].[Na+].[Cl:22][C:23]1[CH:30]=[CH:29][CH:28]=[CH:27][C:24]=1[CH2:25]Br>CN(C=O)C.O>[Cl:22][C:23]1[CH:30]=[CH:29][CH:28]=[CH:27][C:24]=1[CH2:25][N:11]1[C:10]2[CH:9]([CH2:16][C:17]([OH:19])=[O:18])[CH2:8][CH2:7][CH2:6][C:5]=2[C:4]2[C:12]1=[C:13]([F:15])[CH:14]=[C:2]([F:1])[CH:3]=2 |f:1.2|. Reactants: BrC1=C(N=C(S1)C1CCOCC1)C1=CC(=CC=C1)[N+](=O)[O-] (5-bromo-4-(3-nitrophenyl)-2-(tetrahydro-2H-pyran-4-yl)-1,3-thiazole), C(Cl)Cl (CH2Cl2), N1=CC=C(C=C1)B1OC(C(O1)(C)C)(C)C (2-(4-pyridyl)-4,4,5,5-tetramethyl-1,3,2-dioxaborolane), C([O-])([O-])=O.[Cs+].[Cs+] (cesium carbonate). The reagents and catalysts are C1=CC=C(C=C1)P([C-]2C=CC=C2)C3=CC=CC=C3.C1=CC=C(C=C1)P([C-]2C=CC=C2)C3=CC=CC=C3.Cl[Pd]Cl.[Fe+2] (PdCl2(dppf)2). Solvent: O (water), O1CCOCC1 (dioxane). Yields the product [N+](=O)([O-])C=1C=C(C=CC1)C=1N=C(SC1C1=CC=NC=C1)C1CCOCC1 (4-[4-(3-nitrophenyl)-2-(tetrahydro-2H-pyran-4-yl)-1,3-thiazol-5-yl]pyridine). Isolated yield 70.4%. As a reaction SMILES: Br[C:2]1[S:6][C:5]([CH:7]2[CH2:12][CH2:11][O:10][CH2:9][CH2:8]2)=[N:4][C:3]=1[C:13]1[CH:18]=[CH:17][CH:16]=[C:15]([N+:19]([O-:21])=[O:20])[CH:14]=1.[N:22]1[CH:27]=[CH:26][C:25](B2OC(C)(C)C(C)(C)O2)=[CH:24][CH:23]=1.C(=O)([O-])[O-].[Cs+].[Cs+].C(Cl)Cl>C1C=CC(P(C2C=CC=CC=2)[C-]2C=CC=C2)=CC=1.C1C=CC(P(C2C=CC=CC=2)[C-]2C=CC=C2)=CC=1.Cl[Pd]Cl.[Fe+2].O.O1CCOCC1>[N+:19]([C:15]1[CH:14]=[C:13]([C:3]2[N:4]=[C:5]([CH:7]3[CH2:12][CH2:11][O:10][CH2:9][CH2:8]3)[S:6][C:2]=2[C:25]2[CH:26]=[CH:27][N:22]=[CH:23][CH:24]=2)[CH:18]=[CH:17][CH:16]=1)([O-:21])=[O:20] |f:2.3.4,6.7.8.9|. Reported procedure: 5-bromo-4-(3-nitrophenyl)-2-(tetrahydro-2H-pyran-4-yl)-1,3-thiazole (140 mg, 0.379 mmol) was dissolved into a mixture of degassed dioxane (8 mL) and water (1.6 mL). 2-(4-pyridyl)-4,4,5,5-tetramethyl-1,3,2-dioxaborolane (78 mg, 0.379 mmol, 1 eq.), cesium carbonate (370 mg, 1.137 mmol, 3 eq.) and PdCl2(dppf)2.CH2Cl2 (31 mg, 0.0379 mmol, 0.1 eq) were subsequently added to the solution. The mixture so obtained was stirred and heated to reflux under argon atmosphere for 5 h. After cooling, the suspen... Reactants: C1(=CC=CC=C1)CN1CCC(CC1)N1C(NC2=C1C=CC=C2)=NC(OC)=O (methyl {2,3-dihydro-1-[1-(phenylmethyl)-4-piperidinyl]-1H-benzimidazol-2-ylidene}carbamate), Cl (hydrochloric acid). The solvent is C(C)O (ethanol). Product: C1(=CC=CC=C1)CN1CCC(CC1)N1C(=NC2=C1C=CC=C2)N (1-[1-(phenylmethyl)-4-piperidinyl]-1H-benzimidazol-2-amine). Reaction SMILES: [C:1]1([CH2:7][N:8]2[CH2:13][CH2:12][CH:11]([N:14]3[C:18]4[CH:19]=[CH:20][CH:21]=[CH:22][C:17]=4[NH:16][C:15]3=[N:23]C(=O)OC)[CH2:10][CH2:9]2)[CH:6]=[CH:5][CH:4]=[CH:3][CH:2]=1.Cl>C(O)C>[C:1]1([CH2:7][N:8]2[CH2:13][CH2:12][CH:11]([N:14]3[C:18]4[CH:19]=[CH:20][CH:21]=[CH:22][C:17]=4[N:16]=[C:15]3[NH2:23])[CH2:10][CH2:9]2)[CH:2]=[CH:3][CH:4]=[CH:5][CH:6]=1. Procedure: A mixture of 3.64 parts of methyl {2,3-dihydro-1-[1-(phenylmethyl)-4-piperidinyl]-1H-benzimidazol-2-ylidene}carbamate, 24 parts of a hydrochloric acid solution and 40 parts of ethanol is stirred and refluxed overnight. The reaction mixture is evaporated and the residue is dissolved in water. This solution is alkalized with a concentrated ammonium hydroxide solution. The precipitated product is filtered off, washed with water and dissolved in trichloromethane. The solution is dried, filtered and ... The reactants are C(CC(=O)C)(=O)OCC (ethyl acetoacetate), C(C(C)C)O (i-butyl alcohol), C1(=CC=C(C=C1)S(=O)(=O)O)C (p-toluensulphonic acid). Yields the product C(CC(=O)C)(=O)OCC(C)C (i-Butyl acetoacetate). Reaction SMILES: [C:1](OCC)(=[O:6])[CH2:2][C:3]([CH3:5])=[O:4].C1(C)C=CC(S(O)(=O)=O)=CC=1.[CH2:21]([OH:25])[CH:22]([CH3:24])[CH3:23]>>[C:1]([O:25][CH2:21][CH:22]([CH3:24])[CH3:23])(=[O:6])[CH2:2][C:3]([CH3:5])=[O:4]. Reported procedure: 30 ml of ethyl acetoacetate were dissolved in 350 ml of i-butyl alcohol and a catalytic amount of p-toluensulphonic acid (PTSA) was added. The solution was refluxed for 18 h. The reaction mixture was evaporated in vacuo and the residue was dissolved in ether. The resulted solution was treated with s.s. NaHCO3. The organic layer was separated, dried over Na2SO4 and evaporated in vacuo. The crude oil was distilled at 66°-68° C./4 mmHg, to give 18.8 g of the title compound.